This data is from the Open Reaction Database (ORD), a public repository of structured organic reaction records. The task is: describe an organic reaction: reactants, conditions, products, and yield Reactants: COC=1C=C(C(=O)Cl)C=CC1[N+](=O)[O-] (3-methoxy-4-nitro-benzoyl chloride), COC=1C=C(C(=O)Cl)C=CC1[N+](=O)[O-] (3-methoxy-4-nitro-benzoyl chloride), C(C)(C)N(C(C)C)CC (N,N-diisopropylethylamine), Cl.Cl.CN1C[C@@H](CC1)N ((3R)-1-methylpyrrolidin-3-amine di Hydrochloride), Cl.Cl.CN1C[C@@H](CC1)N ((3R)-1-methylpyrrolidin-3-amine di Hydrochloride). The solvent is C(Cl)Cl (DCM), C(Cl)Cl (DCM). Reaction conditions: time 0.5 hour. Yields the product COC=1C=C(C(=O)N[C@H]2CN(CC2)C)C=CC1[N+](=O)[O-] (3-methoxy-N-[(3R)-1-methylpyrrolidin-3-yl]-4-nitro-benzamide). Yield: 47.0%. Reaction SMILES: [CH3:1][O:2][C:3]1[CH:4]=[C:5]([CH:9]=[CH:10][C:11]=1[N+:12]([O-:14])=[O:13])[C:6](Cl)=[O:7].C(N(CC)C(C)C)(C)C.Cl.Cl.[CH3:26][N:27]1[CH2:31][CH2:30][C@@H:29]([NH2:32])[CH2:28]1>C(Cl)Cl>[CH3:1][O:2][C:3]1[CH:4]=[C:5]([CH:9]=[CH:10][C:11]=1[N+:12]([O-:14])=[O:13])[C:6]([NH:32][C@@H:29]1[CH2:30][CH2:31][N:27]([CH3:26])[CH2:28]1)=[O:7] |f:2.3.4|. Reported procedure: 3-methoxy-4-nitro-benzoyl chloride (Intermediate 189; 374 mg, 1.73 mmol) was dissolved in DCM (20 mL) and N,N-diisopropylethylamine (0.96 mL, 5.54 mmol) added. The mixture was cooled in an ice/water bath and (3R)-1-methylpyrrolidin-3-amine dihydrochloride (Intermediate 184; 300 mg, 1.73 mmol) in DCM (10 mL) added dropwise. The mixture was allowed to warm to room temperature and stirred for 0.5 hour. The mixture was washed with brine, 2N NaOH(aq), dried with MgSO4 and evaporated to yield the titl... The reactants are CCC(C)C(NCc1ccccc1)C(=O)O, C=O, CC(C)=O, O=CO, O. Product: CCC(C)C(C(=O)O)N(C)Cc1ccccc1. Reaction SMILES: [CH2:1]([c:2]1[cH:3][cH:4][cH:5][cH:6][cH:7]1)[NH:8][CH:9]([CH:10]([CH3:11])[CH2:12][CH3:13])[C:14](=[O:15])[OH:16].[CH2:20]=[O:21].[CH3:23][C:24](=[O:25])[CH3:26].[CH:17]([OH:18])=[O:19].[OH2:22]>>[CH2:1]([c:2]1[cH:3][cH:4][cH:5][cH:6][cH:7]1)[N:8]([CH:9]([CH:10]([CH3:11])[CH2:12][CH3:13])[C:14](=[O:15])[OH:16])[CH3:17]. The reactants are BrC=1C(=C(N)C=CC1)C (3-bromo-2-methylaniline), C(C1=CC=CC=C1)OC(=O)NC(C(=O)O)CCSC (racemic 2-(benzyloxycarbonylamino)-4-(methylthio)butanoic acid), ON1N=NC2=C1N=CC=C2 (1-hydroxy-7-azabenzotriazole), C(C)(C)N(CC)C(C)C (diisopropylethylamine), C(CCl)Cl (EDC). Solvent: C(C)#N (acetonitrile), O (water), C(C)(=O)OCC (ethyl acetate). Reaction conditions: time 20.5 hour. Product: BrC=1C(=C(C=CC1)NC(C(CCSC)NC(OCC1=CC=CC=C1)=O)=O)C (racemic benzyl 1-(3-bromo-2-methylphenylamino)-4-(methylthio)-1-oxobutan-2-ylcarbamate). The yield is 54.9%. As a reaction SMILES: [Br:1][C:2]1[C:3]([CH3:9])=[C:4]([CH:6]=[CH:7][CH:8]=1)[NH2:5].[CH2:10]([O:17][C:18]([NH:20][CH:21]([CH2:25][CH2:26][S:27][CH3:28])[C:22](O)=[O:23])=[O:19])[C:11]1[CH:16]=[CH:15][CH:14]=[CH:13][CH:12]=1.ON1C2N=CC=CC=2N=N1.C(N(C(C)C)CC)(C)C.C(Cl)CCl>C(#N)C.O.C(OCC)(=O)C>[Br:1][C:2]1[C:3]([CH3:9])=[C:4]([NH:5][C:22](=[O:23])[CH:21]([NH:20][C:18](=[O:19])[O:17][CH2:10][C:11]2[CH:16]=[CH:15][CH:14]=[CH:13][CH:12]=2)[CH2:25][CH2:26][S:27][CH3:28])[CH:6]=[CH:7][CH:8]=1. Reported procedure: Step 1 A solution of 3-bromo-2-methylaniline (0.662 mL, 5.37 mmol) and racemic 2-(benzyloxycarbonylamino)-4-(methylthio)butanoic acid (1.523 g, 5.37 mmol) in acetonitrile (25 mL) was treated with 1-hydroxy-7-azabenzotriazole (0.878 g, 6.45 mmol), diisopropylethylamine (1.877 mL, 10.75 mmol) and EDC (1.236 g, 6.45 mmol) and stirred at rt. After 20.5 h, the mixture was diluted with water and ethyl acetate. The organic phase was separated, washed with 1 M aqueous HCl and NaHCO3 (aq) and filtered to...